Dataset: the Open Reaction Database (ORD), a public repository of structured organic reaction records. Task: describe an organic reaction: reactants, conditions, products, and yield Reactants: [N+](=O)([O-])[O-].[K+] (potassium nitrate), ClC=1C=C2NC(C(N(C2=CC1)C1CCCCC1)=O)=O (6-Chloro-1-cyclohexyl-2,3(1H,4H)-quinoxalinedione), ice water. The solvent is S(O)(O)(=O)=O (sulfuric acid). Run at temperature 25 celsius, time 2 hour. Yields the product ClC=1C=C2NC(C(N(C2=CC1[N+](=O)[O-])C1CCCCC1)=O)=O (6-Chloro-1-cyclohexyl-7-nitro-2,3(1H,4H)-quinoxalinedione). The yield is 96.9%. Reaction SMILES: [Cl:1][C:2]1[CH:3]=[C:4]2[C:9](=[CH:10][CH:11]=1)[N:8]([CH:12]1[CH2:17][CH2:16][CH2:15][CH2:14][CH2:13]1)[C:7](=[O:18])[C:6](=[O:19])[NH:5]2.[N+:20]([O-])([O-:22])=[O:21].[K+]>S(=O)(=O)(O)O>[Cl:1][C:2]1[CH:3]=[C:4]2[C:9](=[CH:10][C:11]=1[N+:20]([O-:22])=[O:21])[N:8]([CH:12]1[CH2:17][CH2:16][CH2:15][CH2:14][CH2:13]1)[C:7](=[O:18])[C:6](=[O:19])[NH:5]2 |f:1.2|. Procedure details: 26.3 g (94 mmol) of 6-Chloro-1-cyclohexyl-2,3(1H,4H)-quinoxalinedione were dissolved in 275 ml of concentrated sulfuric acid and then, at 0° C., 9.5 g (94 mmol) of potassium nitrate were added a little at a time. The mixture was then stirred at 0° C. for 30 min and at 25° C. for 2 h and poured into ice-water. The precipitate was filtered off with suction to yield 29.5 g (97%) of the product. Melting point>300° C. The reactants are ClC1=C(C(=O)NCC)C(=CC=C1I)[Si](C)(C)C (2-Chloro-N-ethyl-3-iodo-6-(trimethylsilyl)benzamide), palladium tetrakistriphenylphosphine, C([O-])([O-])=O.[Na+].[Na+] (sodium carbonate), C1(=CC=CC=C1)B(O)O (phenyl boronic acid), C([O-])([O-])=O.[Na+].[Na+] (sodium carbonate). Reagents/catalysts: catalyst. Solvent: C(Cl)Cl (CH2Cl2), C1(=CC=CC=C1)C (toluene). Conditions: temperature 90 celsius, time 24 hour. Yields the product ClC1=C(C(=O)NCC)C(=CC=C1C1=CC=CC=C1)[Si](C)(C)C (2-Chloro-N-ethyl-3-phenyl-6-(trimethylsilyl) benzamide). Yield: 59.1%. Reaction SMILES: [Cl:1][C:2]1[C:12](I)=[CH:11][CH:10]=[C:9]([Si:14]([CH3:17])([CH3:16])[CH3:15])[C:3]=1[C:4]([NH:6][CH2:7][CH3:8])=[O:5].C(=O)([O-])[O-].[Na+].[Na+].[C:24]1(B(O)O)[CH:29]=[CH:28][CH:27]=[CH:26][CH:25]=1>C1(C)C=CC=CC=1.C(Cl)Cl>[Cl:1][C:2]1[C:12]([C:24]2[CH:29]=[CH:28][CH:27]=[CH:26][CH:25]=2)=[CH:11][CH:10]=[C:9]([Si:14]([CH3:17])([CH3:16])[CH3:15])[C:3]=1[C:4]([NH:6][CH2:7][CH3:8])=[O:5] |f:1.2.3|. Procedure details: To a solution of the compound of Example 239 (0.191 g, 0.5 mmol) and palladium tetrakistriphenylphosphine (23 mg, 0.02 mmol) in toluene (10 mL) was added 2M sodium carbonate (0.5 mL) and phenyl boronic acid (73 mg, 0.6 mmol). The mixture was heated at 90° C. for 30 h, additional portions of catalyst (20 mg) and 2M sodium carbonate (0.5 mL) were added and heating was continued for 24 h. The cool reaction was diluted with CH2Cl2 and washed with 2M sodium carbonate (50 mL with 5 mL conc NH4OH). The... Reactants: ClC=1C=C(C(=O)Cl)C=CC1OCCCCCCCCCCCCCC (3-Chloro-4-(tetradecyloxy)benzoyl chloride), N1=C(C=CC=C1)CNC(C)=O (N-2-Pyridylmethylacetamide), [H-].[Na+] (sodium hydride). Run in O1CCCC1 (tetrahydrofuran). Yields the product C(C)(=O)N(C(C1=CC(=C(C=C1)OCCCCCCCCCCCCCC)Cl)=O)CC1=NC=CC=C1 (N-Acetyl-3-chloro-4-(tetradecyloxy)-N-(2-pyridinylmethyl)benzamide), product. RXN SMILES: [Cl:1][C:2]1[CH:3]=[C:4]([CH:8]=[CH:9][C:10]=1[O:11][CH2:12][CH2:13][CH2:14][CH2:15][CH2:16][CH2:17][CH2:18][CH2:19][CH2:20][CH2:21][CH2:22][CH2:23][CH2:24][CH3:25])[C:5](Cl)=[O:6].[N:26]1[CH:31]=[CH:30][CH:29]=[CH:28][C:27]=1[CH2:32][NH:33][C:34](=[O:36])[CH3:35].[H-].[Na+]>O1CCCC1>[C:34]([N:33]([CH2:32][C:27]1[CH:28]=[CH:29][CH:30]=[CH:31][N:26]=1)[C:5](=[O:6])[C:4]1[CH:8]=[CH:9][C:10]([O:11][CH2:12][CH2:13][CH2:14][CH2:15][CH2:16][CH2:17][CH2:18][CH2:19][CH2:20][CH2:21][CH2:22][CH2:23][CH2:24][CH3:25])=[C:2]([Cl:1])[CH:3]=1)(=[O:36])[CH3:35] |f:2.3|. Procedure details: The title compound is prepared by the procedure of Example 27 using 1.31 g of product from Example 38, 0.535 g of product from Example 12, 0.171 g of washed 50% sodium hydride and 12 ml of tetrahydrofuran. The residue is purified by column chromatography (silica gel:35% ethyl acetate/hexane) to give 0.067 g of product as a yellow oil. Reactants: C(C)(C)(C)OC(=O)N1CC(C(CC1)(O)C1=CC=C(C=C1)Cl)(C)C (4-(4-Chloro-phenyl)-4-hydroxy-3,3-dimethyl-piperidine-1-carboxylic acid tert-butyl ester), Cl.O1CCOCC1 (HCl Dioxane). Run at time 4 hour. Product: ClC1=CC=C(C=C1)C1(C(CNCC1)(C)C)O (4-(4-Chloro-phenyl)-3,3-dimethyl-piperidin-4-ol). Reaction SMILES: C(OC([N:8]1[CH2:13][CH2:12][C:11]([C:15]2[CH:20]=[CH:19][C:18]([Cl:21])=[CH:17][CH:16]=2)([OH:14])[C:10]([CH3:23])([CH3:22])[CH2:9]1)=O)(C)(C)C.Cl.O1CCOCC1>>[Cl:21][C:18]1[CH:19]=[CH:20][C:15]([C:11]2([OH:14])[CH2:12][CH2:13][NH:8][CH2:9][C:10]2([CH3:22])[CH3:23])=[CH:16][CH:17]=1 |f:1.2|. Reported procedure: 4-(4-Chloro-phenyl)-4-hydroxy-3,3-dimethyl-piperidine-1-carboxylic acid tert-butyl ester (0.25 g, 0.73 mmol) was dissolved in 4M HCl/Dioxane (2 mL, 8 mmol). The solution was stirred at room temperature for about 4 hours. The solvent was removed in vacuo. The residue was quenched with aqueous sodium hydroxide, extracted with ethyl acetate, and the organic layers were dried over sodium sulfate and evaporated in vacuo to yield the title compound as a yellow solid. The mixture was carried on to the ... As a reaction SMILES: O.[NH2:2][NH2:3].[N+:4]([C:7]1[CH:8]=[C:9]([C:13](SC)=[C:14]([C:17]#[N:18])[C:15]#[N:16])[CH:10]=[CH:11][CH:12]=1)([O-:6])=[O:5]>CO>[NH2:16][C:15]1[NH:3][N:2]=[C:13]([C:9]2[CH:10]=[CH:11][CH:12]=[C:7]([N+:4]([O-:6])=[O:5])[CH:8]=2)[C:14]=1[C:17]#[N:18] |f:0.1|. The solvent is CO (methanol), ice water. The product is NC1=C(C(=NN1)C1=CC(=CC=C1)[N+](=O)[O-])C#N (5-amino-3-(3-nitro-phenyl)-1H-pyrazole-4-carbonitrile). Reported procedure: 0.24 ml (4.8 mmol) of hydrazine hydrate is added dropwise to 1.00 g (4.08 mmol) of 3-(3-nitro-phenyl)-3-methylmercapto-2-cyano-acrylonitrile in 5.3 ml of methanol and the reaction mixture is then boiled for 1.5 hours. The reaction mixture is then cooled in ice-water and the precipitate is filtered off and washed with diethyl ether/isopropanol (2:1), yielding 5-amino-3-(3-nitro-phenyl)-1H-pyrazole-4-carbonitrile; TLC: Rf =0.4 (methylene chloride:methanol=10:1); TRet (Grad20-100)=10.8; MS: (M)+ =2... Starting materials: O.NN (hydrazine hydrate), [N+](=O)([O-])C=1C=C(C=CC1)C(=C(C#N)C#N)SC (3-(3-nitro-phenyl)-3-methylmercapto-2-cyano-acrylonitrile). Conditions: time 1.5 hour. Reactants: C(C)(C)(C)OC(=O)N[C@@H]1CC[C@H](CC1)N (Trans-4-tert-butoxycarbonylamino-aminocyclohexane), C([O-])([O-])=O.[K+].[K+] (potassium carbonate), BrCCCCCBr (1,5-dibromopentane). Run in C(C)O (ethanol). Run at temperature 80 celsius, time 48 hour. Yields the product N1(CCCCC1)[C@@H]1CC[C@H](CC1)NC(OC(C)(C)C)=O (Tert-butyl (trans-4-piperidin-1-ylcyclohexyl)carbamate). Yield: 37.4%. RXN SMILES: [C:1]([O:5][C:6]([NH:8][C@H:9]1[CH2:14][CH2:13][C@H:12]([NH2:15])[CH2:11][CH2:10]1)=[O:7])([CH3:4])([CH3:3])[CH3:2].C(=O)([O-])[O-].[K+].[K+].Br[CH2:23][CH2:24][CH2:25][CH2:26][CH2:27]Br>C(O)C>[N:15]1([C@H:12]2[CH2:11][CH2:10][C@H:9]([NH:8][C:6](=[O:7])[O:5][C:1]([CH3:4])([CH3:2])[CH3:3])[CH2:14][CH2:13]2)[CH2:27][CH2:26][CH2:25][CH2:24][CH2:23]1 |f:1.2.3|. Procedure details: Trans-4-tert-butoxycarbonylamino-aminocyclohexane (1 g) and potassium carbonate (1.3 g) were suspended in ethanol (20 mL), and then 1,5-dibromopentane (1.07 g) was added thereto. The reaction solution was stirred at 80° C. for 48 hours. After the reaction solution was cooled to room temperature, the solvent was concentrated under reduced pressure. The residue was dissolved in water (50 mL). The aqueous layer was extracted twice with dichloromethane (50 mL). The combined organic layer was washed ... Starting materials: COC(=O)CBr, Brc1cccc2c1CC1CNCCN21, O=C([O-])[O-], CC#N, [K+], [K+]. Yields the product COC(=O)CN1CCN2c3cccc(Br)c3CC2C1. As a reaction SMILES: [Br:15][CH2:16][C:17](=[O:18])[O:19][CH3:20].[Br:1][c:2]1[c:3]2[c:7]([cH:8][cH:9][cH:10]1)[N:6]1[CH:5]([CH2:4]2)[CH2:14][NH:13][CH2:12][CH2:11]1.[C:21](=[O:22])([O-:23])[O-:24].[CH3:27][C:28]#[N:29].[K+:25].[K+:26]>>[Br:1][c:2]1[c:3]2[c:7]([cH:8][cH:9][cH:10]1)[N:6]1[CH:5]([CH2:4]2)[CH2:14][N:13]([CH2:16][C:17](=[O:18])[O:19][CH3:20])[CH2:12][CH2:11]1.